Task: describe an organic reaction: reactants, conditions, products, and yield. Dataset: the Open Reaction Database (ORD), a public repository of structured organic reaction records The reactants are material, Cl.FC=1NC=CN1 (2-fluoroimidazole hydrochloride), BrCCCC(=O)OCC (ethyl 4-bromobutyrate). Product: FC=1N(C=CN1)CCCC(=O)OCC (ethyl 4-(2-fluoroimidazol-1-yl)butyrate). Reaction SMILES: Cl.[F:2][C:3]1[NH:4][CH:5]=[CH:6][N:7]=1.Br[CH2:9][CH2:10][CH2:11][C:12]([O:14][CH2:15][CH3:16])=[O:13]>>[F:2][C:3]1[N:4]([CH2:9][CH2:10][CH2:11][C:12]([O:14][CH2:15][CH3:16])=[O:13])[CH:5]=[CH:6][N:7]=1 |f:0.1|. Procedure details: Using the technique for the starting material of Example 74, 2-fluoroimidazole hydrochloride was alkylated with ethyl 4-bromobutyrate to give ethyl 4-(2-fluoroimidazol-1-yl)butyrate, having the following n.m.r. in CDCl3 : 1.3 (t, 3H); 1.9-2.5 (m, 4H); 3.9 (t, 2H); 4.1 (q, 2H); 6.5 (d, 1H); 6.6 (d, 1H). Reactants: N#Cc1ccc2c(c1)CC(NS(=O)(=O)c1ccccc1)CN2, ClCCl, O=C(O)C(F)(F)F, O=Cc1cncs1. Yields the product N#Cc1ccc2c(c1)CC(NS(=O)(=O)c1ccccc1)CN2Cc1cncs1. As a reaction SMILES: [C:1](#[N:2])[c:3]1[cH:4][c:5]2[c:10]([cH:11][cH:12]1)[NH:9][CH2:8][CH:7]([NH:13][S:14](=[O:15])(=[O:16])[c:17]1[cH:18][cH:19][cH:20][cH:21][cH:22]1)[CH2:6]2.[Cl:37][CH2:38][Cl:39].[F:30][C:31]([F:32])([F:33])[C:34]([OH:35])=[O:36].[s:23]1[cH:24][n:25][cH:26][c:27]1[CH:28]=[O:29]>>[C:1](#[N:2])[c:3]1[cH:4][c:5]2[c:10]([cH:11][cH:12]1)[N:9]([CH2:28][c:27]1[s:23][cH:24][n:25][cH:26]1)[CH2:8][CH:7]([NH:13][S:14](=[O:15])(=[O:16])[c:17]1[cH:18][cH:19][cH:20][cH:21][cH:22]1)[CH2:6]2. The product is O=[N+]([O-])c1ccc(OCCN2CCCC2)cc1. RXN SMILES: [CH2:52]1[O:53][CH2:54][CH2:55][CH2:56]1.[O:20]=[C:21]([O:22][CH:23]([CH3:24])[CH3:25])[N:26]=[N:27][C:28]([O:29][CH:30]([CH3:31])[CH3:32])=[O:33].[OH:34][c:35]1[cH:36][cH:37][c:38]([N+:41]([O-:42])=[O:43])[cH:39][cH:40]1.[OH:44][CH2:45][CH2:46][N:47]1[CH2:48][CH2:49][CH2:50][CH2:51]1.[c:1]1([P:2]([c:3]2[cH:4][cH:5][cH:6][cH:7][cH:8]2)[c:9]2[cH:10][cH:11][cH:12][cH:13][cH:14]2)[cH:15][cH:16][cH:17][cH:18][cH:19]1>>[O:34]([c:35]1[cH:36][cH:37][c:38]([N+:41]([O-:42])=[O:43])[cH:39][cH:40]1)[CH2:45][CH2:46][N:47]1[CH2:48][CH2:49][CH2:50][CH2:51]1. The reactants are C1CCOC1, CC(C)OC(=O)N=NC(=O)OC(C)C, O=[N+]([O-])c1ccc(O)cc1, OCCN1CCCC1, c1ccc(P(c2ccccc2)c2ccccc2)cc1. Reactants: [Cl-].[NH4+] (ammonium chloride), [H-].[Na+] (NaH), N1C(C=CC=C1)=O (pyridinone), BrCC#CCC (1-bromo-2-pentyne), CCCCCC.C(C)(=O)OCC (hexane ethyl acetate). Solvent: CN(C)C=O (DMF). Run at temperature 0 celsius. Product: ClC1=CC=C(C=C1)C=1C=CC(N(C1)CC#CCC)=O (5-(4-chlorophenyl)-1-(2-pentyn-1-yl)-2-pyridinone). Reaction SMILES: [H-].[Na+].[NH:3]1[CH:8]=[CH:7][CH:6]=[CH:5][C:4]1=[O:9].Br[CH2:11][C:12]#[C:13][CH2:14][CH3:15].[Cl-:16].[NH4+].[CH3:18][CH2:19][CH2:20][CH2:21][CH2:22][CH3:23].C(OCC)(=O)C>CN(C=O)C>[Cl:16][C:20]1[CH:19]=[CH:18][C:23]([C:7]2[CH:6]=[CH:5][C:4](=[O:9])[N:3]([CH2:11][C:12]#[C:13][CH2:14][CH3:15])[CH:8]=2)=[CH:22][CH:21]=1 |f:0.1,4.5,6.7|. Procedure: To a suspension of NaH (60% in mineral oil, 200 mg) in dry DMF (50 ml) at 0° C. was added the preceding pyridinone and the mixture was stirred at 0° C. for one half hour. To the resulting suspension was added 1-bromo-2-pentyne dropwise. The resulting mixture was kept at 0° C. during one half hour and poured into saturated aqueous ammonium chloride (200 ml). The aqueous suspension was extracted with ether (3×100 ml) and the combined ether layers washed with brine and dried, yielding the crude pro... Reactants: N1=CC=CC=C1 (Pyridine), ClC1=CC(=NC=N1)OC1=CC=C(C=C1)N (4-(6-Chloro-pyrimidin-4-yloxy)-phenylamine), C1(=CC=C(C=C1)N=C=O)C (p-tolylisocyanate). The solvent is CN(C)C=O (DMF). Run at time 30 minute. Product: ClC1=CC(=NC=N1)OC1=CC=C(C=C1)NC(=O)NC1=CC=C(C=C1)C (1-[4-(6-Chloro-pyrimidin-4-yloxy)-phenyl]-3-p-tolyl-urea). RXN SMILES: [Cl:1][C:2]1[N:7]=[CH:6][N:5]=[C:4]([O:8][C:9]2[CH:14]=[CH:13][C:12]([NH2:15])=[CH:11][CH:10]=2)[CH:3]=1.N1C=CC=CC=1.[C:22]1([CH3:31])[CH:27]=[CH:26][C:25]([N:28]=[C:29]=[O:30])=[CH:24][CH:23]=1>CN(C=O)C>[Cl:1][C:2]1[N:7]=[CH:6][N:5]=[C:4]([O:8][C:9]2[CH:14]=[CH:13][C:12]([NH:15][C:29]([NH:28][C:25]3[CH:26]=[CH:27][C:22]([CH3:31])=[CH:23][CH:24]=3)=[O:30])=[CH:11][CH:10]=2)[CH:3]=1. Procedure: 4-(6-Chloro-pyrimidin-4-yloxy)-phenylamine (331 mg, 1.50 mmol) is dissolved in DMF (3 mL) under an argon atmosphere at rt. Pyridine (133.2 μL, 1.65 mmol) is added dropwise followed by dropwise addition of p-tolylisocyanate (221 μL, 1.80 mmol). The reaction Is stirred for 30 min at rt. The solvent is removed in vacuo and the residual crude product is titurated with ethyl acetate/hexanes 9:1 to give the title compound as a white powder: m.p.=217-219° C.; C18H15N4O2Cl: M+=355.1; 1H-NMR (DMSO-d6): 8... Starting materials: COCCOc1cccc2c1C(=O)c1c(NC(C)C)cccc1C2=O, O, O=S(=O)(O)O. Yields the product CC(C)Nc1cccc2c1C(=O)c1c(O)cccc1C2=O. RXN SMILES: [CH:1]([CH3:2])([CH3:3])[NH:4][c:5]1[cH:6][cH:7][cH:8][c:9]2[c:18]1[C:17](=[O:19])[c:16]1[c:11]([cH:12][cH:13][cH:14][c:15]1[O:20][CH2:21][CH2:22][O:23][CH3:24])[C:10]2=[O:25].[OH2:31].[S:26](=[O:27])(=[O:28])([OH:29])[OH:30]>>[CH:1]([CH3:2])([CH3:3])[NH:4][c:5]1[cH:6][cH:7][cH:8][c:9]2[c:18]1[C:17](=[O:19])[c:16]1[c:11]([cH:12][cH:13][cH:14][c:15]1[OH:20])[C:10]2=[O:25]. Starting materials: [BH4-], CC(C)(CCCCCC(=O)CCCCCC1(C(=O)O)CC1)C(=O)O, CC(C)O, Cl, [Na+], [Na+], [OH-], O. The product is CC(C)(CCCCCC(O)CCCCCC1(C(=O)O)CC1)C(=O)O. As a reaction SMILES: [BH4-:27].[C:1](=[O:2])([OH:3])[C:4]1([CH2:7][CH2:8][CH2:9][CH2:10][CH2:11][C:12]([CH2:13][CH2:14][CH2:15][CH2:16][CH2:17][C:18]([C:19](=[O:20])[OH:21])([CH3:22])[CH3:23])=[O:24])[CH2:5][CH2:6]1.[CH:30]([OH:31])([CH3:32])[CH3:33].[ClH:29].[Na+:26].[Na+:28].[OH-:25].[OH2:34]>>[C:1](=[O:2])([OH:3])[C:4]1([CH2:7][CH2:8][CH2:9][CH2:10][CH2:11][CH:12]([CH2:13][CH2:14][CH2:15][CH2:16][CH2:17][C:18]([C:19](=[O:20])[OH:21])([CH3:22])[CH3:23])[OH:24])[CH2:5][CH2:6]1. Starting materials: c1(ccccc1)B(O)O, c1(ccccc1)COC(N1CCC2(CC1)C=C2)=O. Yields the product O=C(OCc1ccccc1)N2CCC3(CC2)CC3c4ccccc4. Run at temperature 25 celsius, time 18 hour. The solvent is C1CCOC1 (THF). Reagents/catalysts: c1ccc(cc1)-c2c3ccccc3cc4ccccc24 (9-Phenylanthracene), c1(c2c(P(c3ccccc3)c3ccccc3)ccc(c2OC)Cl)c(P(c2ccccc2)c2ccccc2)ccc(c1OC)Cl ((R)-(+)-Cl-MeO-BIPHEP), [Rh(OH)(cod)]2. Reaction SMILES: [O:1]=[C:2]([N:11]1[CH2:16][CH2:15][C:14]2([CH:18]=[CH:17]2)[CH2:13][CH2:12]1)[O:3][CH2:4][c:5]3[cH:10][cH:9][cH:8][cH:7][cH:6]3.OB([c:19]1[cH:24][cH:23][cH:22][cH:21][cH:20]1)O>>[O:1]=[C:2]([N:11]1[CH2:16][CH2:15][C:14]2([CH:18]([c:19]3[cH:24][cH:23][cH:22][cH:21][cH:20]3)[CH2:17]2)[CH2:13][CH2:12]1)[O:3][CH2:4][c:5]4[cH:10][cH:9][cH:8][cH:7][cH:6]4. Reactants: Cl.C(C1=CC=CC=C1)OC([C@H]1NCCC1)=O (L-proline benzyl ester hydrochloride), C(C)OC(=O)C1=NN(C(=C1)OCC(=O)O)C1=CC=CC=C1 (5-carboxymethoxy-1-phenyl-1H-pyrazole-3-carboxylic acid ethyl ester), C=1C=CC2=C(C1)N=NN2O (HOBt), CCN(C(C)C)C(C)C (DIPEA). Solvent: CN(C)C=O (DMF), C(CCl)Cl (EDC). Conditions: time 16 hour. The product is C(C)OC(=O)C1=NN(C(=C1)OCC(=O)N1[C@@H](CCC1)C(=O)OCC1=CC=CC=C1)C1=CC=CC=C1 (5-[2-((S)-2-Benzyloxycarbonyl-pyrrolidin-1-yl)-2-oxo-ethoxy]-1-phenyl-1H-pyrazole-3-carboxylic acid ethyl ester). Reaction SMILES: [CH2:1]([O:3][C:4]([C:6]1[CH:10]=[C:9]([O:11][CH2:12][C:13]([OH:15])=O)[N:8]([C:16]2[CH:21]=[CH:20][CH:19]=[CH:18][CH:17]=2)[N:7]=1)=[O:5])[CH3:2].C1C=CC2N(O)N=NC=2C=1.CCN(C(C)C)C(C)C.Cl.[CH2:42]([O:49][C:50](=[O:56])[C@@H:51]1[CH2:55][CH2:54][CH2:53][NH:52]1)[C:43]1[CH:48]=[CH:47][CH:46]=[CH:45][CH:44]=1>CN(C=O)C.C(Cl)CCl>[CH2:1]([O:3][C:4]([C:6]1[CH:10]=[C:9]([O:11][CH2:12][C:13]([N:52]2[CH2:53][CH2:54][CH2:55][C@H:51]2[C:50]([O:49][CH2:42][C:43]2[CH:48]=[CH:47][CH:46]=[CH:45][CH:44]=2)=[O:56])=[O:15])[N:8]([C:16]2[CH:21]=[CH:20][CH:19]=[CH:18][CH:17]=2)[N:7]=1)=[O:5])[CH3:2] |f:3.4|. Procedure details: To a solution of 9.5 g 5-carboxymethoxy-1-phenyl-1H-pyrazole-3-carboxylic acid ethyl ester in 100 ml DMF were added 5.0 g HOBt, 6.3 g EDC and 10.9 ml DIPEA. After 5 minutes 7.9 g L-proline benzyl ester hydrochloride were added and the resulting solution stirred for 16 h. The reaction mixture was concentrated, dissolved in dichloromethane and extracted with aqueous LiCl (4%) and saturated NaHCO3. The crude product obtained after evaporation of the solvent was purified by flash chromatography on s...